The task is: describe an organic reaction: reactants, conditions, products, and yield. This data is from the Open Reaction Database (ORD), a public repository of structured organic reaction records. Reactants: O=Cc1ccc2c(cnn2Cc2ccc(C(F)(F)F)cc2C(F)(F)F)c1, O=C1CSC(N2CCOC(CO)C2)=N1. Product: O=C1N=C(N2CCOC(CO)C2)SC1=Cc1ccc2c(cnn2Cc2ccc(C(F)(F)F)cc2C(F)(F)F)c1. As a reaction SMILES: [F:1][C:2]([c:3]1[c:4]([CH2:5][n:6]2[n:7][cH:8][c:9]3[cH:10][c:11]([CH:15]=[O:16])[cH:12][cH:13][c:14]23)[cH:17][cH:18][c:19]([C:21]([F:22])([F:23])[F:24])[cH:20]1)([F:25])[F:26].[OH:27][CH2:28][CH:29]1[O:30][CH2:31][CH2:32][N:33]([C:35]2=[N:39][C:38](=[O:40])[CH2:37][S:36]2)[CH2:34]1>>[F:1][C:2]([c:3]1[c:4]([CH2:5][n:6]2[n:7][cH:8][c:9]3[cH:10][c:11]([CH:15]=[C:37]4[S:36][C:35]([N:33]5[CH2:32][CH2:31][O:30][CH:29]([CH2:28][OH:27])[CH2:34]5)=[N:39][C:38]4=[O:40])[cH:12][cH:13][c:14]23)[cH:17][cH:18][c:19]([C:21]([F:22])([F:23])[F:24])[cH:20]1)([F:25])[F:26]. Reactants: C(#N)[C@@H](CCCCN1C(N(C=2N=C3N(C2C1=O)CCN3COCC)C)=O)C ((R)-3-(5-cyanohexyl)-7,8-dihydro-8-ethoxymethyl-1-methyl-1H-imidazo[2,1-f]-purine-2,4(3H,6H)-dione), Cl (hydrochloric acid). Solvent: C(C)O (ethanol). Conditions: temperature 60 celsius, time 12 hour. Yields the product C(#N)[C@@H](CCCCN1C(N(C=2N=C3N(C2C1=O)CCN3)C)=O)C ((R)-3-(5-cyanohexyl)-7,8-dihydro-1-methyl-1H-imidazo[2,1-f]-purine-2,4(3H,6H)-dione). Yield: 50.0%. As a reaction SMILES: [C:1]([C@H:3]([CH3:27])[CH2:4][CH2:5][CH2:6][CH2:7][N:8]1[C:16](=[O:17])[C:15]2[N:14]3[CH2:18][CH2:19][N:20](COCC)[C:13]3=[N:12][C:11]=2[N:10]([CH3:25])[C:9]1=[O:26])#[N:2].Cl>C(O)C>[C:1]([C@H:3]([CH3:27])[CH2:4][CH2:5][CH2:6][CH2:7][N:8]1[C:16](=[O:17])[C:15]2[N:14]3[CH2:18][CH2:19][NH:20][C:13]3=[N:12][C:11]=2[N:10]([CH3:25])[C:9]1=[O:26])#[N:2]. Procedure details: A mixture of (R)-3-(5-cyanohexyl)-7,8-dihydro-8-ethoxymethyl-1-methyl-1H-imidazo[2,1-f]-purine-2,4(3H,6H)-dione and concentrated hydrochloric acid (1.0 ml) and ethanol (5 ml) was stirred at 60° C. for 12 hours. The reaction mixture was concentrated under reduced pressure and the residue was purified by column chromatography on silica gel eluting with ethyl acetate-methanol (3:1) to provide (R)-3-(5-cyanohexyl)-7,8-dihydro-1-methyl-1H-imidazo[2,1-f]-purine-2,4(3H,6H)-dione (CT-30255) (61 mg, 50% ... As a reaction SMILES: [Br:1][c:2]1[cH:3][cH:4][cH:5][c:6]2[c:7]1[cH:8][cH:9][s:10]2.[CH2:24]1[O:25][CH2:26][CH2:27][CH2:28]1.[CH2:36]1[O:37][CH2:38][CH2:39][CH2:40]1.[CH3:17][CH:18]([N-:19][CH:20]([CH3:21])[CH3:22])[CH3:23].[CH3:29][CH2:30][CH2:31][CH2:32][CH2:33][CH2:34][CH3:35].[Cl:11][Si:12]([CH3:13])([CH3:14])[CH3:15].[ClH:41].[Li+:16]>>[Br:1][c:2]1[cH:3][cH:4][cH:5][c:6]2[c:7]1[cH:8][c:9]([Si:12]([CH3:13])([CH3:14])[CH3:15])[s:10]2. Product: C[Si](C)(C)c1cc2c(Br)cccc2s1. Starting materials: Brc1cccc2sccc12, C1CCOC1, C1CCOC1, CC(C)[N-]C(C)C, CCCCCCC, C[Si](C)(C)Cl, Cl, [Li+]. Starting materials: C(#N)C=1C(NN=C(C1C1=CC=CC=C1)C1=CC=CC=C1)=O (4-Cyano-5,6-diphenyl-3-(2H)-pyridazinone), [OH-].[K+] (potassium hydroxide), C1(OCCO1)=O (ethylene carbonate), C(=O)=O (carbon dioxide). Run in CN(C=O)C (dimethylformamide). Conditions: temperature 100 celsius. Product: OCCN1N=C(C(=C(C1=O)C#N)C1=CC=CC=C1)C1=CC=CC=C1 (2-(2'-Hydroxyethyl)-4-cyano-5,6-diphenyl-3-(2H)-pyridazinone). RXN SMILES: [C:1]([C:3]1[C:4](=[O:21])[NH:5][N:6]=[C:7]([C:15]2[CH:20]=[CH:19][CH:18]=[CH:17][CH:16]=2)[C:8]=1[C:9]1[CH:14]=[CH:13][CH:12]=[CH:11][CH:10]=1)#[N:2].[OH-].[K+].C1(=O)O[CH2:27][CH2:26][O:25]1.C(=O)=O>CN(C)C=O>[OH:25][CH2:26][CH2:27][N:5]1[C:4](=[O:21])[C:3]([C:1]#[N:2])=[C:8]([C:9]2[CH:14]=[CH:13][CH:12]=[CH:11][CH:10]=2)[C:7]([C:15]2[CH:20]=[CH:19][CH:18]=[CH:17][CH:16]=2)=[N:6]1 |f:1.2|. Procedure: 17.7 grams (0.065 mole) of the product of Example 1 was dissolved in 60 mls of dry dimethylformamide along with 0.25 grams of potassium hydroxide and 7.5 grams (0.085 mole) of ethylene carbonate. The mixture was heated to 100° C. and maintained for 2 hours until no carbon dioxide was liberated. The solution was then heated at 110° C. for 30 minutes. The solution was filtered and the dimethylformamide was distilled under reduced pressure with a mechanical pump. The solid was dried in a drying pis... Reactants: C1(CCCCC1)N(C(NC=1SC(=CN1)SCC(=O)O)=O)[C@@H]1CC[C@H](CC1)COC1=CC=CC=C1 ({2-[3-cyclohexyl-3-(trans-4-phenoxymethyl-cyclohexyl)-ureido]-thiazol-5-ylsulfanyl}-acetic acid), C1(CCCCC1)N[C@@H]1CC[C@H](CC1)COC1=CC=CC=C1 (cyclohexyl-(trans-4-phenoxymethyl-cyclohexyl)-amine), C(C)OC(C(C)SC1=CN=C(S1)N)=O ((2-amino-thiazol-5-ylsulfanyl)-propionic acid ethyl ester). Yields the product C1(CCCCC1)N(C(NC=1SC(=CN1)SCCC(=O)O)=O)[C@@H]1CC[C@H](CC1)COC1=CC=CC=C1 (3-{2-[3-Cyclohexyl-3-(trans-4-phenoxymethyl-cyclohexyl)-ureido]-thiazol-5-ylsulfanyl}-propionic acid). As a reaction SMILES: C1([N:7]([C@H:21]2[CH2:26][CH2:25][C@H:24](COC3C=CC=CC=3)[CH2:23][CH2:22]2)[C:8](=[O:20])[NH:9][C:10]2[S:11][C:12]([S:15][CH2:16]C(O)=O)=[CH:13][N:14]=2)CCCCC1.C1(N[C@H:42]2[CH2:47][CH2:46][C@H:45]([CH2:48][O:49][C:50]3[CH:55]=[CH:54][CH:53]=[CH:52][CH:51]=3)[CH2:44][CH2:43]2)CCCCC1.C([O:58][C:59](=[O:69])[CH:60](SC1SC(N)=NC=1)C)C>>[CH:21]1([N:7]([C@H:42]2[CH2:43][CH2:44][C@H:45]([CH2:48][O:49][C:50]3[CH:51]=[CH:52][CH:53]=[CH:54][CH:55]=3)[CH2:46][CH2:47]2)[C:8](=[O:20])[NH:9][C:10]2[S:11][C:12]([S:15][CH2:16][CH2:60][C:59]([OH:69])=[O:58])=[CH:13][N:14]=2)[CH2:22][CH2:23][CH2:24][CH2:25][CH2:26]1. Procedure: Prepared in an similar manner to {2-[3-cyclohexyl-3-(trans-4-phenoxymethyl-cyclohexyl)-ureido]-thiazol-5-ylsulfanyl}-acetic acid via cyclohexyl-(trans-4-phenoxymethyl-cyclohexyl)-amine and (2-amino-thiazol-5-ylsulfanyl)-propionic acid ethyl ester to give the title compound. Yields the product Cc1ncc(CBr)c(-c2ccc(Cl)cc2)n1. The reactants are O=C(OOC(=O)c1ccccc1)c1ccccc1, Cc1ncc(C)c(-c2ccc(Cl)cc2)n1, ClC(Cl)(Cl)Cl, O=C1CCC(=O)N1Br, O=C1CCC(=O)N1. RXN SMILES: [C:9]([O:10][O:11][C:12](=[O:13])[c:14]1[cH:15][cH:16][cH:17][cH:18][cH:19]1)(=[O:20])[c:21]1[cH:22][cH:23][cH:24][cH:25][cH:26]1.[Cl:27][c:28]1[cH:29][cH:30][c:31](-[c:34]2[n:35][c:36]([CH3:41])[n:37][cH:38][c:39]2[CH3:40])[cH:32][cH:33]1.[Cl:49][C:50]([Cl:51])([Cl:52])[Cl:53].[O:1]=[C:2]1[N:3]([Br:8])[C:4](=[O:5])[CH2:6][CH2:7]1.[O:42]=[C:43]1[NH:44][C:45](=[O:46])[CH2:47][CH2:48]1>>[Br:8][CH2:40][c:39]1[c:34](-[c:31]2[cH:30][cH:29][c:28]([Cl:27])[cH:33][cH:32]2)[n:35][c:36]([CH3:41])[n:37][cH:38]1. Reactants: COC(=O)C1=CC2=C(N(C(=N2)C(Cl)(Cl)Cl)CC2=NOC(=C2)C=2SC(=CC2)Cl)C=C1 (1-[5-(5-Chloro-thiophen-2-yl)-isoxazol-3-ylmethyl]-2-trichloromethyl-1H-benzoimidazole-5-carboxylic acid methyl ester), C(=O)(O)[O-].[Na+] (NaHCO3), Cl.Cl.C1(CC1)N1CCC(CC1)N (1-Cyclopropyl-piperidin-4-ylamine-dihydrochloride). The solvent is CC#N (CH3CN), O (water), CC#N (CH3CN). Reaction conditions: time 3 hour. Yields the product ClC1=CC=C(S1)C1=CC(=NO1)CN1C(=NC2=C1C=CC(=C2)C(=O)O)C(NC2CCN(CC2)C2CC2)=O (1-[5-(5-Chloro-thiophen-2-yl)-isoxazol-3-ylmethyl]-2-(1-cyclopropyl-piperidin-4-ylcarbamoyl)-1H-benzoimidazole-5-carboxylic acid). Reaction SMILES: Cl.Cl.[CH:3]1([N:6]2[CH2:11][CH2:10][CH:9]([NH2:12])[CH2:8][CH2:7]2)[CH2:5][CH2:4]1.C([O-])(O)=[O:14].[Na+].C[O:19][C:20]([C:22]1[CH:46]=[CH:45][C:25]2[N:26]([CH2:33][C:34]3[CH:38]=[C:37]([C:39]4[S:40][C:41]([Cl:44])=[CH:42][CH:43]=4)[O:36][N:35]=3)[C:27]([C:29](Cl)(Cl)Cl)=[N:28][C:24]=2[CH:23]=1)=[O:21]>CC#N.O>[Cl:44][C:41]1[S:40][C:39]([C:37]2[O:36][N:35]=[C:34]([CH2:33][N:26]3[C:25]4[CH:45]=[CH:46][C:22]([C:20]([OH:19])=[O:21])=[CH:23][C:24]=4[N:28]=[C:27]3[C:29](=[O:14])[NH:12][CH:9]3[CH2:10][CH2:11][N:6]([CH:3]4[CH2:5][CH2:4]4)[CH2:7][CH2:8]3)[CH:38]=2)=[CH:43][CH:42]=1 |f:0.1.2,3.4|. Procedure details: 21.0 mg (0.098 mmol) (1-Cyclopropyl-piperidin-4-ylamine-dihydrochloride were dissolved in 3 mL CH3CN and 3 mL water. 82.3 mg (0.98 mmol, 10 equiv.) NaHCO3 were added. Finally, a solution of 48.1 mg (0.098 mmol) 1-[5-(5-Chloro-thiophen-2-yl)-isoxazol-3-ylmethyl]-2-trichloromethyl-1H-benzoimidazole-5-carboxylic acid methyl ester in 2 mL CH3CN was added and the resulting mixture was stirred vigorously for 3 h under reflux. The mixture was concentrated under reduced pressure. The residue was purifie... Reaction SMILES: [CH2:1]([Zn]CC)[CH3:2].FC(F)(F)C(O)=O.ICI.[F:16][C:17]([F:35])([F:34])[C:18]([N:20]1[CH2:26][C:25](=[CH2:27])[C:24]2[CH:28]=[CH:29][C:30]([O:32][CH3:33])=[CH:31][C:23]=2[CH2:22][CH2:21]1)=[O:19]>ClCCl>[F:35][C:17]([F:16])([F:34])[C:18]([N:20]1[CH2:26][CH:25]([CH:27]2[CH2:2][CH2:1]2)[C:24]2[CH:28]=[CH:29][C:30]([O:32][CH3:33])=[CH:31][C:23]=2[CH2:22][CH2:21]1)=[O:19]. Procedure details: A solution of diethyl zinc (1 mL, 1 M in hexanes) in dichloromethane (1 mL) at 0 C was treated with trifluoroacetic acid in dichloromethane (0.5 mL) and the mixture stirred for 15 min. Diiodomethane (0.280 g, 1.0 mmol) in dichloromethane (0.5 mL) was then added and stirred for 15 minutes. N-Trifluoroacetyl-7-methoxy-1-methylene-2,3,4,5-tetrahydro-1H-3-benzazepine (0.075 g, 0.26 mmol) in dichloromethane (1 mL) was added and the mixture stirred for 30 minutes at 0 C and then for 2 hours at 20 C. T... Reaction conditions: time 15 minute. The solvent is ClCCl (dichloromethane), ClCCl (dichloromethane), ClCCl (dichloromethane), ClCCl (dichloromethane). The product is FC(C(=O)N1CCC2=C(C(C1)C1CC1)C=CC(=C2)OC)(F)F (N-Trifluoroacetyl-1-cyclopropyl-7-methoxy-2,3,4,5-tetrahydro-1H-3-benzazepine). Starting materials: ICI (Diiodomethane), FC(C(=O)N1CCC2=C(C(C1)=C)C=CC(=C2)OC)(F)F (N-Trifluoroacetyl-7-methoxy-1-methylene-2,3,4,5-tetrahydro-1H-3-benzazepine), C(C)[Zn]CC (diethyl zinc), FC(C(=O)O)(F)F (trifluoroacetic acid). Starting materials: O=C(Cl)CBr, CCN(C(C)C)C(C)C, ClCCl, CC(C)(C)NC(=O)c1sc2nc(-c3ccccc3)nc(-c3cccc(N)c3)c2c1N. The product is CC(C)(C)NC(=O)c1sc2nc(-c3ccccc3)nc(-c3cccc(NC(=O)CCl)c3)c2c1N. Reaction SMILES: [Br:1][CH2:2][C:3](=[O:4])[Cl:5].[CH:36]([N:37]([CH2:38][CH3:39])[CH:40]([CH3:41])[CH3:42])([CH3:43])[CH3:44].[Cl:45][CH2:46][Cl:47].[NH2:6][c:7]1[c:8]([C:29](=[O:30])[NH:31][C:32]([CH3:33])([CH3:34])[CH3:35])[s:9][c:10]2[n:11][c:12](-[c:23]3[cH:24][cH:25][cH:26][cH:27][cH:28]3)[n:13][c:14](-[c:16]3[cH:17][c:18]([NH2:22])[cH:19][cH:20][cH:21]3)[c:15]12>>[C:3](=[O:4])([NH:22][c:18]1[cH:17][c:16](-[c:14]2[n:13][c:12](-[c:23]3[cH:24][cH:25][cH:26][cH:27][cH:28]3)[n:11][c:10]3[s:9][c:8]([C:29](=[O:30])[NH:31][C:32]([CH3:33])([CH3:34])[CH3:35])[c:7]([NH2:6])[c:15]32)[cH:21][cH:20][cH:19]1)[CH2:46][Cl:47].